This data is from the Open Reaction Database (ORD), a public repository of structured organic reaction records. The task is: describe an organic reaction: reactants, conditions, products, and yield The product is CNC1=NN(C(C1)=O)C1=C(C=C(C=C1Cl)Cl)Cl (4,5-Dihydro-3-methylamino-5-oxo-1-(2,4,6-trichlorophenyl)-1H-pyrazole). Reactants: O (water), O=C1CC(=NN1C1=C(C=C(C=C1Cl)Cl)Cl)NC=O (4,5-Dihydro-5-oxo-1-(2,4,6-trichlorophenyl)-1H-pyrazol-3-yl formamide), Cl (hydrochloric acid), CO (methanol). Reaction SMILES: [O:1]=[C:2]1[N:6]([C:7]2[C:12]([Cl:13])=[CH:11][C:10]([Cl:14])=[CH:9][C:8]=2[Cl:15])[N:5]=[C:4]([NH:16][CH:17]=O)[CH2:3]1.CO.Cl.O>O1CCCC1>[CH3:17][NH:16][C:4]1[CH2:3][C:2](=[O:1])[N:6]([C:7]2[C:12]([Cl:13])=[CH:11][C:10]([Cl:14])=[CH:9][C:8]=2[Cl:15])[N:5]=1. Procedure: 4,5-Dihydro-5-oxo-1-(2,4,6-trichlorophenyl)-1H-pyrazol-3-yl formamide (39.6 g, 129.2 mmole) was dissolved in dry tetrahydrofuran (500 ml) with warming and then cooled to 10° C. with stirring. Borane dimethylsulfide complex (10M, 80 ml, 800 mmole) was added dropwise by syringe through a septum cap. The reaction mixture was heated on a steam bath for ca 12 hrs (overnight), cooled in an ice bath, methanol (150 ml) added dropwise and the mixture stirred for 1 hr until the effervescence had subsided.... Conditions: temperature 10 celsius. Run in O1CCCC1 (tetrahydrofuran). Starting materials: C(CC)C1CC2=CC=C(C(=C2CC1)F)O (2-propyl-5-fluoro-1,2,3,4-tetrahydro-6-naphthol), C(CC)C1CC2=CC=C(C=C2CC1)C1=CC(=C(C(=C1)F)F)F (2-propyl-6-(3,4,5-trifluorophenyl)-1,2,3,4-tetrahydronaphthalene). The solvent is FC(S(=O)(=O)OC=1C=C2CCC(CC2=CC1)CCC)(F)F (2-propyl-1,2,3,4-tetrahydronaphthalen-6-yl trifluoromethanesulfonate), FC(S(=O)(=O)OC=1C=C2CCC(CC2=CC1)CCC)(F)F (2-propyl-1,2,3,4-tetrahydronaphthalen-6-yl trifluoromethanesulfonate). The product is C(CC)C1CC2=CC(=C(C=C2CC1)O)F (2-propyl-7-fluoro-1,2,3,4-tetrahydro-6-naphthol), ( 10-1 ), C(CC)C1CC2=CC=C(C=C2CC1)O (2-propyl-1,2,3,4-tetrahydro-6-naphthol). RXN SMILES: C(C1CCC2C(=CC=C(C3C=C([F:20])C(F)=C(F)C=3)C=2)C1)CC.[CH2:23]([CH:26]1[CH2:35][CH2:34][C:33]2[C:28](=[CH:29][CH:30]=[C:31]([OH:37])[C:32]=2F)[CH2:27]1)[CH2:24][CH3:25]>FC(F)(F)S(OC1C=C2C(=CC=1)CC(CCC)CC2)(=O)=O>[CH2:23]([CH:26]1[CH2:35][CH2:34][C:33]2[C:28](=[CH:29][C:30]([F:20])=[C:31]([OH:37])[CH:32]=2)[CH2:27]1)[CH2:24][CH3:25].[CH2:23]([CH:26]1[CH2:35][CH2:34][C:33]2[C:28](=[CH:29][CH:30]=[C:31]([OH:37])[CH:32]=2)[CH2:27]1)[CH2:24][CH3:25]. Reported procedure: Syntheses were performed in the same manner as (7-2) and (7-3), with the exception of using the 2-propyl-5-fluoro-1,2,3,4-tetrahydro-6-naphthol and the 2-propyl-7-fluoro-1,2,3,4-tetrahydro-6-naphthol obtained in (10-1) above instead of the 2-propyl-1,2,3,4-tetrahydro-6-naphthol in (7-2), and yielded 35 g of 2-propyl-5-fluoro-6-(3,4,5-trifluorophenyl)-1,2,3,4-tetrahydronaphthalene, and 53 g of 2-propyl-7-fluoro-6-(3,4,5-trifluorophenyl)-1,2,3,4-tetrahydronaphthalene respectively. Reactants: BrC=1C=C2C=CN=CC2=CC1 (6-bromoisoquinoline), C(C)(=O)O (acetic acid), [BH4-].[Na+] (Sodium borohydride). Solvent: C(C)(=O)OC(C)=O (acetic anhydride). Conditions: temperature 60 celsius. Product: BrC=1C=C2C=CN(CC2=CC1)C(C)=O (1-(6-bromo-1H-isoquinolin-2-yl)-ethanone). Reaction SMILES: [BH4-].[Na+].[Br:3][C:4]1[CH:5]=[C:6]2[C:11](=[CH:12][CH:13]=1)[CH:10]=[N:9][CH:8]=[CH:7]2.[C:14](O)(=[O:16])[CH3:15]>C(OC(=O)C)(=O)C>[Br:3][C:4]1[CH:5]=[C:6]2[C:11](=[CH:12][CH:13]=1)[CH2:10][N:9]([C:14](=[O:16])[CH3:15])[CH:8]=[CH:7]2 |f:0.1|. Reported procedure: Sodium borohydride (1.12 g, 29.6 mmol) is added portionwise to a cooled (0° C.) solution of 6-bromoisoquinoline[J Chem Soc Perkin Trans 2, 1998, 437] (1.544 g, 7.42 mmol) in acetic acid (10 ml) and acetic anhydride (3 ml). After heating at 60° C. for 4 hours, the mixture is cooled, evaporated and diluted with water. After adjustment to pH10 with potassium carbonate and extraction with ethyl acetate, the combined organic phases are washed twice with 0.5N HCl and brine, then dried over sodium sulp... Yield: 51.3%. As a reaction SMILES: [NH2:1][C@@H:2]([CH2:33][C:34]1[CH:39]=[CH:38][CH:37]=[CH:36][CH:35]=1)[C@@H:3]([OH:32])[CH2:4][C@@H:5]([NH:19][C:20]([C@@H:22]([NH:27][C:28](=[O:31])[O:29][CH3:30])[C:23]([CH3:26])([CH3:25])[CH3:24])=[O:21])[CH2:6][C:7]1[CH:12]=[CH:11][C:10]([C:13]2[CH:18]=[CH:17][CH:16]=[CH:15][N:14]=2)=[CH:9][CH:8]=1.[CH3:40][C:41]([CH3:61])([CH3:60])[C@H:42]([N:46]1[CH2:50][CH2:49][N:48]([CH2:51][C:52]2[C:53]([CH3:58])=[N:54][CH:55]=[CH:56][CH:57]=2)[C:47]1=[O:59])[C:43](O)=[O:44].CCOP(ON1N=NC2C=CC=CC=2C1=O)(OCC)=O.C(N(CC)C(C)C)(C)C>C1COCC1>[CH3:40][C:41]([CH3:61])([CH3:60])[C@H:42]([N:46]1[CH2:50][CH2:49][N:48]([CH2:51][C:52]2[C:53]([CH3:58])=[N:54][CH:55]=[CH:56][CH:57]=2)[C:47]1=[O:59])[C:43]([NH:1][C@@H:2]([CH2:33][C:34]1[CH:35]=[CH:36][CH:37]=[CH:38][CH:39]=1)[C@@H:3]([OH:32])[CH2:4][C@@H:5]([NH:19][C:20]([C@@H:22]([NH:27][C:28](=[O:31])[O:29][CH3:30])[C:23]([CH3:26])([CH3:25])[CH3:24])=[O:21])[CH2:6][C:7]1[CH:12]=[CH:11][C:10]([C:13]2[CH:18]=[CH:17][CH:16]=[CH:15][N:14]=2)=[CH:9][CH:8]=1)=[O:44]. The product is CC([C@@H](C(=O)N[C@H]([C@H](C[C@H](CC1=CC=C(C=C1)C1=NC=CC=C1)NC(=O)[C@H](C(C)(C)C)NC(OC)=O)O)CC1=CC=CC=C1)N1C(N(CC1)CC=1C(=NC=CC1)C)=O)(C)C (methyl(1S)-1-[({(1S,3S,4S)-4-[((2S)-3,3-dimethyl-2-{3-[(2-methyl-3-pyridinyl)methyl]-2-oxo-1-imidazolidinyl}butanoyl)amino]-3-hydroxy-5-phenyl-1-[4-(2-pyridinyl)benzyl]pentyl}amino)carbonyl]-2,2-dimethylpropylcarbamate). Starting materials: CC([C@@H](C(=O)O)N1C(N(CC1)CC=1C(=NC=CC1)C)=O)(C)C ((2S)-3,3-dimethyl-2-{3-[(2-methyl-3-pyridinyl)methyl]-2-oxo-1-imidazolidinyl}butanoic acid), CCOP(=O)(OCC)ON1C(=O)C2=C(C=CC=C2)N=N1 (DEPBT), C(C)(C)N(C(C)C)CC (N,N-diisopropylethylamine), N[C@H]([C@H](C[C@H](CC1=CC=C(C=C1)C1=NC=CC=C1)NC(=O)[C@H](C(C)(C)C)NC(OC)=O)O)CC1=CC=CC=C1 (methyl(1S)-1-[({(1S,3S,4S)-4-amino-3-hydroxy-5-phenyl-1-[4-(2-pyridinyl)benzyl]pentyl}amino)carbonyl]-2,2-dimethylpropylcarbamate). Reported procedure: A solution containing the product from Example 2C (0.020 g, 0.038 mmol) in THF (0.4 mL) was treated with the product from Example 82A (0.025 g, 0.082 mmol), DEPBT (0.017 g, 0.057 mmol), and N,N-diisopropylethylamine (0.033 mL, 0.189 mmol) and the mixture was stirred at 25° C. for 16 hours. The mixture was partitioned between ethyl acetate and 10% Na2CO3 solution. The organic phase was washed with additional 10% Na2CO3 solution and brine, dried over MgSO4, filtered and concentrated. The residue w... The solvent is C1CCOC1 (THF). Reaction conditions: temperature 25 celsius, time 16 hour. Reaction SMILES: C[O:2][C:3](=[O:31])[CH2:4][O:5][C:6]1[CH:11]=[CH:10][C:9]([S:12][CH2:13][CH:14]=[C:15]([C:23]2[CH:28]=[CH:27][C:26]([Cl:29])=[CH:25][CH:24]=2)[C:16]2[CH:21]=[CH:20][C:19]([Cl:22])=[CH:18][CH:17]=2)=[CH:8][C:7]=1[CH3:30].[OH-].[Na+].Cl>C(O)C>[Cl:29][C:26]1[CH:25]=[CH:24][C:23]([C:15]([C:16]2[CH:21]=[CH:20][C:19]([Cl:22])=[CH:18][CH:17]=2)=[CH:14][CH2:13][S:12][C:9]2[CH:10]=[CH:11][C:6]([O:5][CH2:4][C:3]([OH:31])=[O:2])=[C:7]([CH3:30])[CH:8]=2)=[CH:28][CH:27]=1 |f:1.2|. Run at temperature 5 celsius, time 18 hour. Procedure: {4-[3,3-Bis-(4-chloro-phenyl)-allylsulfanyl]-2-methyl-phenoxy}-acetic acid methyl ester (100 mg, 0.218 mmol) was dissolved in ethanol (10 ml). 1N NaOH (3 ml, 3 mmol) was added at room temperature and the reaction mixture was stirred for 18 h at 5° C. after which it was treated with 1N HCl (3 ml) and extracted with dichloromethane (2×20 ml). The combined organic phases were dried and evapotated to give the title compound in 50 mg (10%) yield. Starting materials: [OH-].[Na+] (NaOH), COC(COC1=C(C=C(C=C1)SCC=C(C1=CC=C(C=C1)Cl)C1=CC=C(C=C1)Cl)C)=O ({4-[3,3-Bis-(4-chloro-phenyl)-allylsulfanyl]-2-methyl-phenoxy}-acetic acid methyl ester), Cl (HCl). The product is ClC1=CC=C(C=C1)C(=CCSC1=CC(=C(OCC(=O)O)C=C1)C)C1=CC=C(C=C1)Cl ({4-[3,3-Bis-(4-chloro-phenyl)-allylsulfanyl]-2-methyl-phenoxy}-acetic acid). Solvent: C(C)O (ethanol). Reactants: C(C)(C)(C)OC(=O)C=1N=CC(=NC1)C(=O)OCC (ethyl 5(tert-butoxycarbonyl)pyrazine-2-carboxylate), [OH-].[K+] (potassium hydroxide). The solvent is CO (methanol). Conditions: time 8 hour. Product: C(C)(C)(C)OC(=O)C=1N=CC(=NC1)C(=O)O (5-(tert-Butoxycarbonyl)pyrazine-2-carboxylic Acid). Yield: 97.9%. As a reaction SMILES: [C:1]([O:5][C:6]([C:8]1[N:9]=[CH:10][C:11]([C:14]([O:16]CC)=[O:15])=[N:12][CH:13]=1)=[O:7])([CH3:4])([CH3:3])[CH3:2].[OH-].[K+]>CO>[C:1]([O:5][C:6]([C:8]1[N:9]=[CH:10][C:11]([C:14]([OH:16])=[O:15])=[N:12][CH:13]=1)=[O:7])([CH3:4])([CH3:2])[CH3:3] |f:1.2|. Reported procedure: To a mixture of ethyl 5(tert-butoxycarbonyl)pyrazine-2-carboxylate (0.742 g, 2.78 mmol) and methanol (20 mL) was added potassium hydroxide (0.23 g, 4.1 mmol) in wafer (2 mL) and the reaction was stirred at room temperature overnight. The solvent was removed under vacuum and the residue was dissolved in wafer (5 mL) and acidified to pH 2 with 1M hydrochloric acid. The solid precipitate was collected by filtration to afford the title compound (0.61 g). MS (ESI) m/z 240.2 [M+H]+ The reactants are O=C([O-])[O-], COc1ccc(CBr)cc1, O=C(OO)c1cccc(Cl)c1, ClCCl, Fc1c(F)c(F)c(S)c(F)c1F, [K+], [K+], [Na+], CN(C)C=O, [OH-]. Yields the product COc1ccc(CS(=O)(=O)c2c(F)c(F)c(F)c(F)c2F)cc1. Reaction SMILES: [C:11](=[O:12])([O-:13])[O-:14].[CH3:1][O:2][c:3]1[cH:4][cH:5][c:6]([CH2:7][Br:8])[cH:9][cH:10]1.[Cl:29][c:30]1[cH:31][cH:32][cH:33][c:34]([C:35]([O:36][OH:38])=[O:37])[cH:39]1.[Cl:47][CH2:48][Cl:49].[F:17][c:18]1[c:19]([F:28])[c:20]([F:27])[c:21]([F:26])[c:22]([F:25])[c:23]1[SH:24].[K+:15].[K+:16].[Na+:41].[O:42]=[CH:43][N:44]([CH3:45])[CH3:46].[OH-:40]>>[CH3:1][O:2][c:3]1[cH:4][cH:5][c:6]([CH2:7][S:24]([c:23]2[c:18]([F:17])[c:19]([F:28])[c:20]([F:27])[c:21]([F:26])[c:22]2[F:25])(=[O:37])=[O:40])[cH:9][cH:10]1.